Dataset: the Open Reaction Database (ORD), a public repository of structured organic reaction records. Task: describe an organic reaction: reactants, conditions, products, and yield Reactants: CC(Br)C(=O)c1ccc(Cl)cc1Cl, O=C([O-])[O-], Cc1nc(C)n(-c2c(C)n[nH]c2O)n1, [Cs+], [Cs+], CN(C)C=O. The product is Cc1nc(C)n(-c2c(C)n[nH]c2OC(C)C(=O)c2ccc(Cl)cc2Cl)n1. As a reaction SMILES: [Br:21][CH:22]([C:23](=[O:24])[c:25]1[c:26]([Cl:32])[cH:27][c:28]([Cl:31])[cH:29][cH:30]1)[CH3:33].[C:15](=[O:16])([O-:17])[O-:18].[CH3:1][c:2]1[n:3][n:4](-[c:8]2[c:9]([OH:14])[nH:10][n:11][c:12]2[CH3:13])[c:5]([CH3:7])[n:6]1.[Cs+:19].[Cs+:20].[O:34]=[CH:35][N:36]([CH3:37])[CH3:38]>>[CH3:1][c:2]1[n:3][n:4](-[c:8]2[c:9]([O:14][CH:22]([C:23](=[O:24])[c:25]3[c:26]([Cl:32])[cH:27][c:28]([Cl:31])[cH:29][cH:30]3)[CH3:33])[nH:10][n:11][c:12]2[CH3:13])[c:5]([CH3:7])[n:6]1.